describe an organic reaction: reactants, conditions, products, and yield From a dataset of the Open Reaction Database (ORD), a public repository of structured organic reaction records. Starting materials: FC(C(C(F)(F)F)(O)C1=CC(=C(C(=C1)C)SCC(=O)OC)C)(F)F (methyl 2-[4-(hexafluoro-2-hydroxy-2-propyl)-2,6-dimethylphenylthio]acetate), [OH-].[Na+] (sodium hydroxide), Cl (HCl). Solvent: C(C)O (ethanol). Yields the product FC(C(C(F)(F)F)(O)C1=CC(=C(C(=C1)C)SCC(=O)O)C)(F)F (2-[4-(hexafluoro-2-hydroxy-2-propyl)-2,6-dimethylphenylthio]acetic acid). RXN SMILES: [F:1][C:2]([F:24])([F:23])[C:3]([C:9]1[CH:14]=[C:13]([CH3:15])[C:12]([S:16][CH2:17][C:18]([O:20]C)=[O:19])=[C:11]([CH3:22])[CH:10]=1)([OH:8])[C:4]([F:7])([F:6])[F:5].[OH-].[Na+].Cl>C(O)C>[F:24][C:2]([F:1])([F:23])[C:3]([C:9]1[CH:10]=[C:11]([CH3:22])[C:12]([S:16][CH2:17][C:18]([OH:20])=[O:19])=[C:13]([CH3:15])[CH:14]=1)([OH:8])[C:4]([F:7])([F:6])[F:5] |f:1.2|. Reported procedure: Combine methyl 2-[4-(hexafluoro-2-hydroxy-2-propyl)-2,6-dimethylphenylthio]acetate with 30 ml ethanol and 5 ml 1.0 N sodium hydroxide. Reflux 4 hours, add 5 ml 1.0 N HCl, and extract with ether. Dry, concentrate and recrystallize from ether-hexane to obtain 2-[4-(hexafluoro-2-hydroxy-2-propyl)-2,6-dimethylphenylthio]acetic acid, m.p. 133°-135° C.